Dataset: the Open Reaction Database (ORD), a public repository of structured organic reaction records. Task: describe an organic reaction: reactants, conditions, products, and yield The reactants are Cc1ccnc(Nc2ncc(Sc3ccnc(C(=O)O)c3F)s2)c1, CC(C)(C)OC(=O)N1CCC(CN)(C2CCCCC2)CC1. The product is Cc1ccnc(Nc2ncc(Sc3ccnc(C(=O)NCC4(C5CCCCC5)CCN(C(=O)OC(C)(C)C)CC4)c3F)s2)c1. As a reaction SMILES: [F:1][c:2]1[c:3]([C:22](=[O:23])[OH:24])[n:4][cH:5][cH:6][c:7]1[S:8][c:9]1[cH:10][n:11][c:12]([NH:14][c:15]2[n:16][cH:17][cH:18][c:19]([CH3:21])[cH:20]2)[s:13]1.[NH2:25][CH2:26][C:27]1([CH:40]2[CH2:41][CH2:42][CH2:43][CH2:44][CH2:45]2)[CH2:28][CH2:29][N:30]([C:33](=[O:34])[O:35][C:36]([CH3:37])([CH3:38])[CH3:39])[CH2:31][CH2:32]1>>[F:1][c:2]1[c:3]([C:22](=[O:24])[NH:25][CH2:26][C:27]2([CH:40]3[CH2:41][CH2:42][CH2:43][CH2:44][CH2:45]3)[CH2:28][CH2:29][N:30]([C:33](=[O:34])[O:35][C:36]([CH3:37])([CH3:38])[CH3:39])[CH2:31][CH2:32]2)[n:4][cH:5][cH:6][c:7]1[S:8][c:9]1[cH:10][n:11][c:12]([NH:14][c:15]2[n:16][cH:17][cH:18][c:19]([CH3:21])[cH:20]2)[s:13]1. Reactants: BrC(=CC=1C(=NC(=CC1C1=CC=C(C=C1)F)C1=CC=CC=C1)C(C)C)Br (3-(2,2-dibromoethenyl)-4-(4-fluorophenyl)-2-(1-methylethyl)-6-phenylpyridine), [Li]CCCC (n-BuLi). Solvent: C1CCOC1 (THF). Conditions: temperature -78 celsius, time 1.25 hour. The product is C(#C)C=1C(=NC(=CC1C1=CC=C(C=C1)F)C1=CC=CC=C1)C(C)C (3-ethynyl-4-(4-fluorophenyl)-2-(1-methylethyl)-6-phenylpyridine). RXN SMILES: Br[C:2](Br)=[CH:3][C:4]1[C:5]([CH:23]([CH3:25])[CH3:24])=[N:6][C:7]([C:17]2[CH:22]=[CH:21][CH:20]=[CH:19][CH:18]=2)=[CH:8][C:9]=1[C:10]1[CH:15]=[CH:14][C:13]([F:16])=[CH:12][CH:11]=1.[Li]CCCC>C1COCC1>[C:3]([C:4]1[C:5]([CH:23]([CH3:25])[CH3:24])=[N:6][C:7]([C:17]2[CH:22]=[CH:21][CH:20]=[CH:19][CH:18]=2)=[CH:8][C:9]=1[C:10]1[CH:15]=[CH:14][C:13]([F:16])=[CH:12][CH:11]=1)#[CH:2]. Procedure: A solution of 3-(2,2-dibromoethenyl)-4-(4-fluorophenyl)-2-(1-methylethyl)-6-phenylpyridine (2.105 gm, 4.43 mmol) in dry THF (23 ml) was cooled to -78° C. and treated with n-BuLi (1.5M in hexane, 5.95 ml, 8.93 mmol) over a 4 minute period. After stirring at -78° C. for 1.25 hours, the deep purple solution was quenched with saturated NH4Cl, warmed to room temperature, diluted with H2O, and extracted 2× with Et2O. The combined Et2O extracts were washed with brine, dried (Na2SO4), filtered and strip... Starting materials: CS(=O)(=O)c1cc(Br)ccc1CC#N, O=C([O-])[O-], [K+], [K+], CC(C)(C)OC(=O)N1CCCCC1C(=O)NC(Cc1ccc(B2OC(C)(C)C(C)(C)O2)cc1)C(N)=O, C1COCCO1, [Pd], c1ccc(P(CCP(c2ccccc2)c2ccccc2)c2ccccc2)cc1, c1ccc(P(CCP(c2ccccc2)c2ccccc2)c2ccccc2)cc1. Yields the product CC(C)(C)OC(=O)N1CCCCC1C(=O)NC(Cc1ccc(-c2ccc(CC#N)c(S(C)(=O)=O)c2)cc1)C(N)=O. RXN SMILES: [Br:37][c:38]1[cH:39][c:40]([S:47](=[O:48])(=[O:49])[CH3:50])[c:41]([CH2:44][C:45]#[N:46])[cH:42][cH:43]1.[C:51](=[O:52])([O-:53])[O-:54].[K+:55].[K+:56].[NH2:1][C:2]([CH:3]([CH2:4][c:5]1[cH:6][cH:7][c:8]([B:11]2[O:12][C:13]([CH3:14])([CH3:15])[C:16]([CH3:17])([CH3:18])[O:19]2)[cH:9][cH:10]1)[NH:20][C:21](=[O:22])[CH:23]1[N:24]([C:29](=[O:30])[O:31][C:32]([CH3:33])([CH3:34])[CH3:35])[CH2:25][CH2:26][CH2:27][CH2:28]1)=[O:36].[O:57]1[CH2:58][CH2:59][O:60][CH2:61][CH2:62]1.[Pd:63].[c:64]1([P:65]([c:66]2[cH:67][cH:68][cH:69][cH:70][cH:71]2)[CH2:72][CH2:73][P:74]([c:75]2[cH:76][cH:77][cH:78][cH:79][cH:80]2)[c:81]2[cH:82][cH:83][cH:84][cH:85][cH:86]2)[cH:87][cH:88][cH:89][cH:90][cH:91]1.[c:92]1([P:93]([c:94]2[cH:95][cH:96][cH:97][cH:98][cH:99]2)[CH2:100][CH2:101][P:102]([c:103]2[cH:104][cH:105][cH:106][cH:107][cH:108]2)[c:109]2[cH:110][cH:111][cH:112][cH:113][cH:114]2)[cH:115][cH:116][cH:117][cH:118][cH:119]1>>[NH2:1][C:2]([CH:3]([CH2:4][c:5]1[cH:6][cH:7][c:8](-[c:38]2[cH:39][c:40]([S:47](=[O:48])(=[O:49])[CH3:50])[c:41]([CH2:44][C:45]#[N:46])[cH:42][cH:43]2)[cH:9][cH:10]1)[NH:20][C:21](=[O:22])[CH:23]1[N:24]([C:29](=[O:30])[O:31][C:32]([CH3:33])([CH3:34])[CH3:35])[CH2:25][CH2:26][CH2:27][CH2:28]1)=[O:36]. Starting materials: C1(=CC=CC=C1)S(=O)(=O)C(=C(SC)SC)C#N (1-benzenesulfonyl-1-cyano-2,2-bis(methylthio)ethylene), CC=1N=CNC1CSCCN (2-[(4-methyl-1H-imidazol-5-yl)methylthio]ethylamine). Product: C1(=CC=CC=C1)S(=O)(=O)C(=C(NCCSCC1=C(N=CN1)C)SC)C#N (1-Benzenesulfonyl-1-cyano-2-methylthio-2-{2-[(4-methyl-1H-imidazol-5-yl)methylthio]ethylamino}ethylene). Reaction SMILES: [C:1]1([S:7]([C:10]([C:16]#[N:17])=[C:11]([S:14][CH3:15])SC)(=[O:9])=[O:8])[CH:6]=[CH:5][CH:4]=[CH:3][CH:2]=1.[CH3:18][C:19]1[N:20]=[CH:21][NH:22][C:23]=1[CH2:24][S:25][CH2:26][CH2:27][NH2:28]>>[C:1]1([S:7]([C:10]([C:16]#[N:17])=[C:11]([S:14][CH3:15])[NH:28][CH2:27][CH2:26][S:25][CH2:24][C:23]2[NH:22][CH:21]=[N:20][C:19]=2[CH3:18])(=[O:8])=[O:9])[CH:2]=[CH:3][CH:4]=[CH:5][CH:6]=1. Procedure details: Equimolar amounts of 1-benzenesulfonyl-1-cyano-2,2-bis(methylthio)ethylene [prepared according to the procedure described by M. Augustin et al., Z. Chem., 17, 289 (1977)] and 2-[(4-methyl-1H-imidazol-5-yl)methylthio]ethylamine [prepared according to the procedure described in U.S. Pat. No. 3,950,353] are reacted according to the general procedure of Example 6A, and the title product is produced. Product: ClC1=CC=C(C=C1)SC(C=1C(=CC(=NC1)C=O)C)C1=C(C=CC(=C1)F)F (5-[[(4-Chlorophenyl)thio](2,5-difluorophenyl)methyl]-4-methylpyridine-2-carbaldehyde). Starting materials: CN(C=O)C (N,N-dimethylformamide), CCCCCC (hexane), C(CCC)[Li] (n-butyllithium), BrC1=NC=C(C(=C1)C)C(C1=C(C=CC(=C1)F)F)SC1=CC=C(C=C1)Cl (2-bromo-5-[[(4-chlorophenyl)thio](2,5-difluorophenyl)methyl]-4-methylpyridine). Procedure details: In an argon atmosphere, a hexane solution of n-butyllithium (1.60 M, 2.52 ml, 4.03 mmol) was added to a solution of 2-bromo-5-[[(4-chlorophenyl)thio](2,5-difluorophenyl)methyl]-4-methylpyridine (1.48 g, 3.36 mmol) in toluene (40 ml) at −78° C. The reaction mixture was stirred for 1 hour, and then N,N-dimethylformamide (0.312 ml, 4.03 mmol) was added at the same temperature. After stirring the reaction mixture for 30 minutes, water was added thereto at the same temperature, and the mixture was al... Run in C1(=CC=CC=C1)C (toluene), O (water), C(C)(=O)OCC (Ethyl acetate). Run at time 1 hour. Reaction SMILES: CCCCCC.C([Li])CCC.Br[C:13]1[CH:18]=[C:17]([CH3:19])[C:16]([CH:20]([S:29][C:30]2[CH:35]=[CH:34][C:33]([Cl:36])=[CH:32][CH:31]=2)[C:21]2[CH:26]=[C:25]([F:27])[CH:24]=[CH:23][C:22]=2[F:28])=[CH:15][N:14]=1.CN(C)[CH:39]=[O:40]>C1(C)C=CC=CC=1.C(OCC)(=O)C.O>[Cl:36][C:33]1[CH:34]=[CH:35][C:30]([S:29][CH:20]([C:21]2[CH:26]=[C:25]([F:27])[CH:24]=[CH:23][C:22]=2[F:28])[C:16]2[C:17]([CH3:19])=[CH:18][C:13]([CH:39]=[O:40])=[N:14][CH:15]=2)=[CH:31][CH:32]=1. Starting materials: CC#N, CCOC(C)=O, Nc1ccc(F)cc1F, COC(=O)C(=CN)C(=O)c1cc(F)c(F)cc1F, O, Cc1ccc(S(=O)(=O)O)cc1. Yields the product COC(=O)C(=CNc1ccc(F)cc1F)C(=O)c1cc(F)c(F)cc1F. As a reaction SMILES: [CH3:40][C:41]#[N:42].[CH3:43][CH2:44][O:45][C:46](=[O:47])[CH3:48].[F:31][c:32]1[c:33]([NH2:34])[cH:35][cH:36][c:37]([F:39])[cH:38]1.[NH2:1][CH:2]=[C:3]([C:4](=[O:5])[O:6][CH3:7])[C:8]([c:9]1[c:10]([F:17])[cH:11][c:12]([F:16])[c:13]([F:15])[cH:14]1)=[O:18].[OH2:19].[c:20]1([CH3:21])[cH:22][cH:23][c:24]([S:25]([OH:26])(=[O:27])=[O:28])[cH:29][cH:30]1>>[NH:1]([CH:2]=[C:3]([C:4](=[O:5])[O:6][CH3:7])[C:8]([c:9]1[c:10]([F:17])[cH:11][c:12]([F:16])[c:13]([F:15])[cH:14]1)=[O:18])[c:33]1[c:32]([F:31])[cH:38][c:37]([F:39])[cH:36][cH:35]1.